From a dataset of the Open Reaction Database (ORD), a public repository of structured organic reaction records. describe an organic reaction: reactants, conditions, products, and yield Reactants: CC#N, [O-][Cl+3]([O-])([O-])[O-], CC1OC1(Cn1cncn1)c1ccc(F)cc1F, [Li+], c1ccc(C2CCCNC2)nc1, O, O, O. Product: CC(N1CCCC(c2ccccn2)C1)C(O)(Cn1cncn1)c1ccc(F)cc1F. Reaction SMILES: [CH3:40][C:41]#[N:42].[Cl+3:34]([O-:35])([O-:36])([O-:37])[O-:38].[F:1][c:2]1[c:3]([C:9]2([CH2:13][n:14]3[n:15][cH:16][n:17][cH:18]3)[O:10][CH:11]2[CH3:12])[cH:4][cH:5][c:6]([F:8])[cH:7]1.[Li+:39].[NH:19]1[CH2:20][CH:21]([c:25]2[n:26][cH:27][cH:28][cH:29][cH:30]2)[CH2:22][CH2:23][CH2:24]1.[OH2:31].[OH2:32].[OH2:33]>>[F:1][c:2]1[c:3]([C:9]([OH:10])([CH:11]([CH3:12])[N:19]2[CH2:20][CH:21]([c:25]3[n:26][cH:27][cH:28][cH:29][cH:30]3)[CH2:22][CH2:23][CH2:24]2)[CH2:13][n:14]2[n:15][cH:16][n:17][cH:18]2)[cH:4][cH:5][c:6]([F:8])[cH:7]1. Starting materials: solution, N (ammonia), N=1C=CN2C1C=CC(=C2)C2(C(CCCC2)=O)C(NC)=S (1-(imidazo[1,2-a]pyridin-6-yl)-N-methyl-2-oxocyclohexanecarbothioamide), C1(=CC=CC2=CC=CC=C12)S(=O)(=O)NC(C)N (1-naphthalenesulfonylaminoethylamine). The reagents and catalysts are [Ti](Cl)(Cl)(Cl)Cl (titanium tetrachloride). The solvent is ClCCl (dichloromethane), ClCCl (dichloromethane). Conditions: time 8 hour. Yields the product C1(=CC=CC2=CC=CC=C12)S(=O)(=O)NCCNC1C(CCCC1)(C(NC)=S)C=1C=CC=2N(C1)C=CN2 (2-(2-(1-Naphthalenesulfonamido)ethylamino)-1-(imidazo[1,2-a]pyridin-6-yl)-N-methylcyclohexanecarbothioamide). As a reaction SMILES: [N:1]1[CH:2]=[CH:3][N:4]2[CH:9]=[C:8]([C:10]3([C:17](=[S:20])[NH:18][CH3:19])[CH2:15][CH2:14][CH2:13][CH2:12][C:11]3=O)[CH:7]=[CH:6][C:5]=12.[C:21]1([S:31]([NH:34][CH:35](N)[CH3:36])(=[O:33])=[O:32])[C:30]2[C:25](=[CH:26][CH:27]=[CH:28][CH:29]=2)[CH:24]=[CH:23][CH:22]=1.[NH3:38]>ClCCl.[Ti](Cl)(Cl)(Cl)Cl>[C:21]1([S:31]([NH:34][CH2:35][CH2:36][NH:38][CH:11]2[CH2:12][CH2:13][CH2:14][CH2:15][C:10]2([C:8]2[CH:7]=[CH:6][C:5]3[N:4]([CH:3]=[CH:2][N:1]=3)[CH:9]=2)[C:17](=[S:20])[NH:18][CH3:19])(=[O:33])=[O:32])[C:30]2[C:25](=[CH:26][CH:27]=[CH:28][CH:29]=2)[CH:24]=[CH:23][CH:22]=1. Procedure: 600 m of 1-(imidazo[1,2-a]pyridin-6-yl)-N-methyl-2-oxocyclohexanecarbothioamide and 2.09 g of 1-naphthalenesulfonylaminoethylamine were dissolved in 20 ml of dichloromethane to form a solution. 2 ml of a 1 M solution of titanium tetrachloride in dichloromethane was added to this solution in 30 minutes at room temperature. The obtained mixture was stirred overnight, followed by the addition of 1 ml of concentrated aqueous ammonia. The crystal thus precipitated was filtered out, followed by the wa... Reactants: [OH-].[K+] (potassium hydroxide), ClC=1C=C(C=CC1Cl)C1=C(C=CC(=C1)F)NC(C)=O (N-(3′,4′-dichloro-5-fluorobiphenyl-2-yl)acetamide). Run in COCCO (2-methoxyethanol). Reaction conditions: temperature 100 celsius, time 4 hour. Product: ClC=1C=C(C=CC1Cl)C=1C(=CC=C(C1)F)N (3′,4′-dichloro-5-fluorobiphenyl-2-amine). As a reaction SMILES: [OH-].[K+].[Cl:3][C:4]1[CH:5]=[C:6]([C:11]2[CH:16]=[C:15]([F:17])[CH:14]=[CH:13][C:12]=2[NH:18]C(=O)C)[CH:7]=[CH:8][C:9]=1[Cl:10]>COCCO>[Cl:3][C:4]1[CH:5]=[C:6]([C:11]2[C:12]([NH2:18])=[CH:13][CH:14]=[C:15]([F:17])[CH:16]=2)[CH:7]=[CH:8][C:9]=1[Cl:10] |f:0.1|. Reported procedure: 0.08 mol of an approximately 45% aqueous potassium hydroxide solution is added to a suspension of 6.3 g (0.02 mol, purity: 95%) N-(3′,4′-dichloro-5-fluorobiphenyl-2-yl)acetamide and 12 ml 2-methoxyethanol. This is heated to 100° C., stirred for 4 hours, cooled and the solvent is distilled off in a vacuum. The residue is mixed with ice water and extracted several times with toluene. RXN SMILES: [C:8]([CH3:9])([CH3:10])([CH3:11])[O:12][C:13]([NH:14][CH:15]([CH2:16][N:17]1[C:18]([CH3:32])([CH3:33])[CH2:19][N:20]([c:24]2[c:25]([CH3:31])[cH:26][cH:27][c:28]([F:30])[cH:29]2)[C:21](=[O:23])[CH2:22]1)[CH:34]1[O:35][C:36](=[O:40])[CH:37]([CH3:39])[CH2:38]1)=[O:41].[CH3:42][C:43]([CH2:44][NH2:45])([CH3:46])[CH3:47].[OH2:48].[OH:1][c:2]1[cH:3][cH:4][cH:5][cH:6][n:7]1>>[C:8]([CH3:9])([CH3:10])([CH3:11])[O:12][C:13]([NH:14][CH:15]([CH2:16][N:17]1[C:18]([CH3:32])([CH3:33])[CH2:19][N:20]([c:24]2[c:25]([CH3:31])[cH:26][cH:27][c:28]([F:30])[cH:29]2)[C:21](=[O:23])[CH2:22]1)[CH:34]([OH:35])[CH2:38][CH:37]([C:36](=[O:40])[NH:45][CH2:44][C:43]([CH3:42])([CH3:46])[CH3:47])[CH3:39])=[O:41]. Starting materials: Cc1ccc(F)cc1N1CC(C)(C)N(CC(NC(=O)OC(C)(C)C)C2CC(C)C(=O)O2)CC1=O, CC(C)(C)CN, O, Oc1ccccn1. Yields the product Cc1ccc(F)cc1N1CC(C)(C)N(CC(NC(=O)OC(C)(C)C)C(O)CC(C)C(=O)NCC(C)(C)C)CC1=O. Starting materials: C12(CC3CC(CC(C1)C3)C2)C=2C=C(C=CC2O[Si](C)(C)C(C)(C)C)C(O)C=2C=NC=CC2 ([3-Adamantan-1-yl-4-(tert-butyl-dimethyl-silanyloxy)-phenyl]-pyridin-3-yl-methanol), CC(=O)OI1(C=2C=CC=CC2C(=O)O1)(OC(=O)C)OC(=O)C (Dess Martin). The solvent is C(Cl)Cl (methylene chloride), CCOCC (ether). Run at time 10 minute. The product is C12(CC3CC(CC(C1)C3)C2)C=2C=C(C=CC2O[Si](C)(C)C(C)(C)C)C(=O)C=2C=NC=CC2 ([3-adamantan-1-yl-4-(tert-butyl-dimethyl-silanyloxy)-phenyl]-pyridin-3-yl-methanone). RXN SMILES: [C:1]12([C:11]3[CH:12]=[C:13]([CH:25]([C:27]4[CH:28]=[N:29][CH:30]=[CH:31][CH:32]=4)[OH:26])[CH:14]=[CH:15][C:16]=3[O:17][Si:18]([C:21]([CH3:24])([CH3:23])[CH3:22])([CH3:20])[CH3:19])[CH2:10][CH:5]3[CH2:6][CH:7]([CH2:9][CH:3]([CH2:4]3)[CH2:2]1)[CH2:8]2.CC(OI1(OC(C)=O)(OC(C)=O)OC(=O)C2C=CC=CC1=2)=O>C(Cl)Cl.CCOCC>[C:1]12([C:11]3[CH:12]=[C:13]([C:25]([C:27]4[CH:28]=[N:29][CH:30]=[CH:31][CH:32]=4)=[O:26])[CH:14]=[CH:15][C:16]=3[O:17][Si:18]([C:21]([CH3:23])([CH3:24])[CH3:22])([CH3:19])[CH3:20])[CH2:8][CH:7]3[CH2:9][CH:3]([CH2:4][CH:5]([CH2:6]3)[CH2:10]1)[CH2:2]2. Reported procedure: [3-Adamantan-1-yl-4-(tert-butyl-dimethyl-silanyloxy)-phenyl]-pyridin-3-yl-methanol (55 mg, 0.112 mmol) was dissolved in methylene chloride. The Dess Martin periodane (0.104 g, 0.224 mmol) was then added to the reaction mixture. The reaction was complete within 10 min and was then diluted with ether. The organic layer was washed with Na2S2O4 (2×30 mL) followed by NaHCO3 (2×30 mL) followed by brine (1×30 mL) The organic layers were combined, dried with Na2SO4 and then evaporated to give [3-adamant... Starting materials: C=O, CC(=O)O, Cl, N, O=C(NCC(=O)N1CCC(Oc2cccc(C(F)(F)F)c2)CC1)c1cn(C2CCNCC2)nn1, O, [Zn]. Product: CN1CCC(n2cc(C(=O)NCC(=O)N3CCC(Oc4cccc(C(F)(F)F)c4)CC3)nn2)CC1. RXN SMILES: [CH2:1]=[O:2].[CH3:38][C:39](=[O:40])[OH:41].[ClH:3].[NH3:42].[O:4]=[C:5]([CH2:6][NH:7][C:8](=[O:9])[c:10]1[n:11][n:12][n:13]([CH:15]2[CH2:16][CH2:17][NH:18][CH2:19][CH2:20]2)[cH:14]1)[N:21]1[CH2:22][CH2:23][CH:24]([O:27][c:28]2[cH:29][c:30]([C:34]([F:35])([F:36])[F:37])[cH:31][cH:32][cH:33]2)[CH2:25][CH2:26]1.[OH2:43].[Zn:44]>>[O:4]=[C:5]([CH2:6][NH:7][C:8](=[O:9])[c:10]1[n:11][n:12][n:13]([CH:15]2[CH2:16][CH2:17][N:18]([CH3:38])[CH2:19][CH2:20]2)[cH:14]1)[N:21]1[CH2:22][CH2:23][CH:24]([O:27][c:28]2[cH:29][c:30]([C:34]([F:35])([F:36])[F:37])[cH:31][cH:32][cH:33]2)[CH2:25][CH2:26]1. The reactants are CC(C)(C)NC(=O)c1ccc(C#N)cc1F, CO, N, [Ni]. The product is CC(C)(C)NC(=O)c1ccc(CN)cc1F. Reaction SMILES: [C:1]([CH3:2])([CH3:3])([CH3:4])[NH:5][C:6]([c:7]1[c:8]([F:15])[cH:9][c:10]([C:13]#[N:14])[cH:11][cH:12]1)=[O:16].[CH3:18][OH:19].[NH3:17].[Ni:20]>>[C:1]([CH3:2])([CH3:3])([CH3:4])[NH:5][C:6]([c:7]1[c:8]([F:15])[cH:9][c:10]([CH2:13][NH2:14])[cH:11][cH:12]1)=[O:16]. Reactants: LiOH monohydrate, C1CCOC1 (THF), CCO (EtOH), BrC1=C(C(=C(C2=CC=CC=C12)C1=CC=C(C=C1)Cl)C(C(=O)OCC)OC(C)(C)C)C (ethyl 2-(4-bromo-1-(4-chlorophenyl)-3-methylnaphthalen-2-yl)-2-tert-butoxyacetate), CN(C)CC#C (N,N-dimethylpropargylamine), C1CCOC1 (THF). Reagents/catalysts: Cl[Pd]([P](C1=CC=CC=C1)(C2=CC=CC=C2)C3=CC=CC=C3)([P](C4=CC=CC=C4)(C5=CC=CC=C5)C6=CC=CC=C6)Cl (PdCl2(PPh3)2), [Cu]I (CuI), Cl[Pd]([P](C1=CC=CC=C1)(C2=CC=CC=C2)C3=CC=CC=C3)([P](C4=CC=CC=C4)(C5=CC=CC=C5)C6=CC=CC=C6)Cl (PdCl2(PPh3)2), [Cu]I (CuI). Solvent: O (H2O). Run at temperature 100 celsius. Yields the product C(C)(C)(C)OC(C(=O)O)C1=C(C2=CC=CC=C2C(=C1C)C#CCN(C)C)C1=CC=C(C=C1)Cl (2-tert-butoxy-2-(1-(4-chlorophenyl)-4-(3-(dimethylamino)prop-1-ynyl)-3-methylnaphthalen-2-yl)acetic acid). Yield: 17.9%. RXN SMILES: Br[C:2]1[C:11]2[C:6](=[CH:7][CH:8]=[CH:9][CH:10]=2)[C:5]([C:12]2[CH:17]=[CH:16][C:15]([Cl:18])=[CH:14][CH:13]=2)=[C:4]([CH:19]([O:25][C:26]([CH3:29])([CH3:28])[CH3:27])[C:20]([O:22]CC)=[O:21])[C:3]=1[CH3:30].[CH3:31][N:32]([CH2:34][C:35]#[CH:36])[CH3:33].C1COCC1.CCO>Cl[Pd](Cl)([P](C1C=CC=CC=1)(C1C=CC=CC=1)C1C=CC=CC=1)[P](C1C=CC=CC=1)(C1C=CC=CC=1)C1C=CC=CC=1.[Cu]I.O>[C:26]([O:25][CH:19]([C:4]1[C:3]([CH3:30])=[C:2]([C:36]#[C:35][CH2:34][N:32]([CH3:33])[CH3:31])[C:11]2[C:6](=[CH:7][CH:8]=[CH:9][CH:10]=2)[C:5]=1[C:12]1[CH:17]=[CH:16][C:15]([Cl:18])=[CH:14][CH:13]=1)[C:20]([OH:22])=[O:21])([CH3:29])([CH3:27])[CH3:28] |^1:47,66|. Procedure: A solution of ethyl 2-(4-bromo-1-(4-chlorophenyl)-3-methylnaphthalen-2-yl)-2-tert-butoxyacetate (40 mg, 81.7 μmol), N,N-dimethylpropargylamine (26 μL, 0.245 mmol), PdCl2(PPh3)2 (5.7 mg, 16.3 μmol), CuI (3.1 mg, 16.3 μmol) and THF (1.00 mL) was heated to 70° C. for 18 h in a sealed vessel. Conversion was incomplete, so the vessel was charged with more PdCl2(PPh3)2 (5.7 mg, 16.3 μmol) and CuI (3.1 mg, 16.3 μmol) and heated to 100° C. for an additional 26 h. The reaction was cooled to 23° C. THF (1... The reactants are BrC(C(=O)NC1=CC=C(C=C1)CN1CCCCC1)C(C1=CC=C(C=C1)C1=CC=C(C=C1)Cl)Br (2.3-dibromo-3-(4′-chlorobiphenyl-4-yl)-N-(4-piperidin-1-ylmethylphenyl)propionamide), ClCCl.CO.N (dichloromethane methanol ammonia). Product: N1(CCCCC1)CC1=CC=C(C=C1)NC(C#CC1=CC=C(C=C1)C1=CC=C(C=C1)Cl)=O (3-(4′-chlorobiphenyl-4-yl)propynoic acid-(4-piperidin-1-ylmethylphenyl)amide). Reaction SMILES: Br[CH:2]([CH:19](Br)[C:20]1[CH:25]=[CH:24][C:23]([C:26]2[CH:31]=[CH:30][C:29]([Cl:32])=[CH:28][CH:27]=2)=[CH:22][CH:21]=1)[C:3]([NH:5][C:6]1[CH:11]=[CH:10][C:9]([CH2:12][N:13]2[CH2:18][CH2:17][CH2:16][CH2:15][CH2:14]2)=[CH:8][CH:7]=1)=[O:4].ClCCl.CO.N>>[N:13]1([CH2:12][C:9]2[CH:8]=[CH:7][C:6]([NH:5][C:3](=[O:4])[C:2]#[C:19][C:20]3[CH:25]=[CH:24][C:23]([C:26]4[CH:31]=[CH:30][C:29]([Cl:32])=[CH:28][CH:27]=4)=[CH:22][CH:21]=3)=[CH:11][CH:10]=2)[CH2:18][CH2:17][CH2:16][CH2:15][CH2:14]1 |f:1.2.3|. Procedure: Prepared analogously to Example 3.4.b. from 2.3-dibromo-3-(4′-chlorobiphenyl-4-yl)-N-(4-piperidin-1-ylmethylphenyl)propionamide. Yield: 26 mg (23.9% of theory); C27H25ClN2O (M=428.96); calc.: molecular ion peak (M+H)+: 429/431; found: molecular ion peak (M+H)+: 429/431; Rf value: 0.42 (silica gel, dichloromethane/methanol/ammonia (90:10:1)).